This data is from the Open Reaction Database (ORD), a public repository of structured organic reaction records. The task is: describe an organic reaction: reactants, conditions, products, and yield The reactants are FCCBr, COC(=O)c1ccc(O)cn1, COC(=O)c1ccc(OCCF)cn1, O=C(O)c1ccc(OCC2CC2)cn1. Yields the product O=C(O)c1ccc(OCCF)cn1. As a reaction SMILES: [Br:26][CH2:27][CH2:28][F:29].[CH3:15][O:16][C:17]([c:18]1[cH:19][cH:20][c:21]([OH:22])[cH:23][n:24]1)=[O:25].[CH3:30][O:31][C:32](=[O:33])[c:34]1[n:35][cH:36][c:37]([O:40][CH2:41][CH2:42][F:43])[cH:38][cH:39]1.[CH:1]1([CH2:2][O:3][c:4]2[cH:5][cH:6][c:7]([C:8]([OH:9])=[O:10])[n:11][cH:12]2)[CH2:13][CH2:14]1>>[O:31]=[C:32]([OH:33])[c:34]1[n:35][cH:36][c:37]([O:40][CH2:41][CH2:42][F:43])[cH:38][cH:39]1. As a reaction SMILES: [CH3:28][c:29]1[cH:30][cH:31][cH:32][cH:33][cH:34]1.[Cl:11][c:12]1[cH:13][cH:14][c:15]([CH:18]([CH2:19][c:20]2[cH:21][cH:22][c:23]([Cl:26])[cH:24][cH:25]2)[OH:27])[cH:16][cH:17]1.[S:1]([Cl:2])([Cl:3])=[O:4].[cH:5]1[cH:6][cH:7][n:8][cH:9][cH:10]1>>[Cl:3][CH:18]([c:15]1[cH:14][cH:13][c:12]([Cl:11])[cH:17][cH:16]1)[CH2:19][c:20]1[cH:21][cH:22][c:23]([Cl:26])[cH:24][cH:25]1. Product: Clc1ccc(CC(Cl)c2ccc(Cl)cc2)cc1. The reactants are Cc1ccccc1, OC(Cc1ccc(Cl)cc1)c1ccc(Cl)cc1, O=S(Cl)Cl, c1ccncc1. Starting materials: C(C1=CC=CC=C1)N1[C@@]2([C@@H](CC[C@H]1[C@@H](C2)C2=NN=NN2)OCC2=CC(=CC(=C2)C(F)(F)F)C(F)(F)F)C2=CC=CC=C2 ((1R*,2R*,5S*,6R*)-8-Benzyl-2-{[3,5-bis(trifluoromethyl)phenyl]methoxy}-1-phenyl-6-(tetrazol-5-yl)-8-azabicyclo[3.2.1]octane), BrCC(=O)OC (methyl bromoacetate), C([O-])([O-])=O.[K+].[K+] (potassium carbonate). The solvent is C(C)#N (acetonitrile). Product: C(C1=CC=CC=C1)N1[C@@]2([C@@H](CC[C@H]1[C@@H](C2)C2=NN=NN2CC(=O)OC)OCC2=CC(=CC(=C2)C(F)(F)F)C(F)(F)F)C2=CC=CC=C2 ((1R*,2R*,5S*,6R*)-8-Benzyl-2-{[3,5-bis(trifluoromethyl)phenyl]methoxy}-6-(1-methoxycarbonylmethyl-1H-tetrazol-5-yl)-1-phenyl-8-azabicyclo[3.2.1]octane). Reaction SMILES: [CH2:1]([N:8]1[C@@H:13]2[C@H:14]([C:16]3[NH:20][N:19]=[N:18][N:17]=3)[CH2:15][C@@:9]1([C:37]1[CH:42]=[CH:41][CH:40]=[CH:39][CH:38]=1)[C@H:10]([O:21][CH2:22][C:23]1[CH:28]=[C:27]([C:29]([F:32])([F:31])[F:30])[CH:26]=[C:25]([C:33]([F:36])([F:35])[F:34])[CH:24]=1)[CH2:11][CH2:12]2)[C:2]1[CH:7]=[CH:6][CH:5]=[CH:4][CH:3]=1.Br[CH2:44][C:45]([O:47][CH3:48])=[O:46].C(=O)([O-])[O-].[K+].[K+]>C(#N)C>[CH2:1]([N:8]1[C@@H:13]2[C@H:14]([C:16]3[N:17]([CH2:44][C:45]([O:47][CH3:48])=[O:46])[N:18]=[N:19][N:20]=3)[CH2:15][C@@:9]1([C:37]1[CH:42]=[CH:41][CH:40]=[CH:39][CH:38]=1)[C@H:10]([O:21][CH2:22][C:23]1[CH:24]=[C:25]([C:33]([F:36])([F:35])[F:34])[CH:26]=[C:27]([C:29]([F:30])([F:31])[F:32])[CH:28]=1)[CH2:11][CH2:12]2)[C:2]1[CH:7]=[CH:6][CH:5]=[CH:4][CH:3]=1 |f:2.3.4|. Procedure: (1R*,2R*,5S*,6R*)-8-Benzyl-2-{[3,5-bis(trifluoromethyl)phenyl]methoxy}-1-phenyl-6-(tetrazol-5-yl)-8-azabicyclo[3.2.1]octane (Example 138; 2 g, 3.4 mmol), methyl bromoacetate (0.5 ml, 5.1 mmol) and potassium carbonate (0.75 g, 0.51 mmol) were stirred in acetonitrile (20 ml) at 45° C. for 90 minutes. After this time the mixture was concentrated in vacuo and the residue partitioned between brine and ethyl acetate. The organic layer was dried (MgSO4), filtered and concentrated. The residual clear oi... Starting materials: BrC=1C(=CC2=C(C=3N(CCO2)C=C(N3)C(=O)N)C1)F (10-bromo-9-fluoro-5,6-dihydrobenzo[f]imidazo[1,2-d][1,4]oxazepine-2-carboxamide), C(#C)C1(COC1)O (3-ethynyloxetan-3-ol). Yields the product FC1=CC2=C(C=3N(CCO2)C=C(N3)C(=O)N)C=C1C#CC1(COC1)O (9-fluoro-10-((3-hydroxyoxetan-3-yl)ethynyl)-5,6-dihydrobenzo[f]imidazo[1,2-d][1,4]oxazepine-2-carboxamide). Isolated yield 83.0%. RXN SMILES: Br[C:2]1[C:3]([F:19])=[CH:4][C:5]2[O:11][CH2:10][CH2:9][N:8]3[CH:12]=[C:13]([C:15]([NH2:17])=[O:16])[N:14]=[C:7]3[C:6]=2[CH:18]=1.[C:20]([C:22]1([OH:26])[CH2:25][O:24][CH2:23]1)#[CH:21]>>[F:19][C:3]1[C:2]([C:21]#[C:20][C:22]2([OH:26])[CH2:25][O:24][CH2:23]2)=[CH:18][C:6]2[C:7]3[N:8]([CH:12]=[C:13]([C:15]([NH2:17])=[O:16])[N:14]=3)[CH2:9][CH2:10][O:11][C:5]=2[CH:4]=1. Reported procedure: Similar to as described in General Procedure G, 10-bromo-9-fluoro-5,6-dihydrobenzo[f]imidazo[1,2-d][1,4]oxazepine-2-carboxamide was reacted with 3-ethynyloxetan-3-ol to give the titled compound as a light brown solid (140 mg, 83%). The reactants are C(C)(C)(C)C1=C(C(C(=O)O)=CC(=C1)C1=CC=CC=C1)O (3-tert-butyl-5-phenylsalicylic acid), CC1=C(CCl)C=CC(=C1)C (2,4-dimethylbenzyl chloride), resultant mixture. Reagents/catalysts: [Cl-].[Zn+2].[Cl-] (zinc chloride). Run in C(C)(=O)O (acetic acid). Conditions: time 2 hour. Product: C1=CC=C(C(=C1)C(=O)O)O (Salicyclic Acid). Reaction SMILES: C([C:5]1[CH:13]=[C:12](C2C=CC=CC=2)[CH:11]=[C:7]([C:8]([OH:10])=[O:9])[C:6]=1[OH:20])(C)(C)C.CC1C=C(C)C=CC=1CCl>[Cl-].[Zn+2].[Cl-].C(O)(=O)C>[CH:12]1[CH:11]=[C:7]([C:8]([OH:10])=[O:9])[C:6]([OH:20])=[CH:5][CH:13]=1 |f:2.3.4|. Reported procedure: A glass-made reactor was charged with 5.4 g (0.02 mole) of 3-tert-butyl-5-phenylsalicylic acid, 30 ml of glacial acetic acid, and as a catalyst, 1.4 g of anhydrous zinc chloride. The resultant mixture was heated under stirring and maintained under reflux. Then, 12.4 g (0.08 mole) of 2,4-dimethylbenzyl chloride was added dropwise over 6 hours to conduct a reaction. After completion of the dropwise addition, the reaction mixture was aged for 2 hours under reflux to complete the reaction. The weigh... The reactants are CO, CC(C)=CCCC(C)=CCO. Yields the product CC(C)=CCCC(C)CCO. RXN SMILES: [CH3:12][OH:13].[CH3:1][C:2]([CH3:3])=[CH:4][CH2:5][CH2:6][C:7]([CH3:8])=[CH:9][CH2:10][OH:11]>>[CH3:1][C:2]([CH3:3])=[CH:4][CH2:5][CH2:6][CH:7]([CH3:8])[CH2:9][CH2:10][OH:11]. Starting materials: C([O-])([O-])=O.[K+].[K+] (Potassium carbonate), O (Water), CO (methanol), C1(=CC=CC=C1)[C@@H]1O[C@H]([C@@H](N1NS(=O)(=O)C1=CC=C(C=C1)[N+](=O)[O-])C1=CC=CC=C1)C(=O)OC ((2S,4S,5R)-2,4-Diphenyl-3-(4-nitrobenzenesulfonamido)-5-methoxycarbonyl-1,3-oxazolidine). Run in C1CCOC1 (THF). Conditions: time 5 hour. Product: C1(=CC=CC=C1)[C@@H]1O[C@H]([C@@H](N1NS(=O)(=O)C1=CC=C(C=C1)[N+](=O)[O-])C1=CC=CC=C1)C(=O)O ((2S,4S,5R)-2,4-diphenyl-3-(4-nitrobenzenesulfonamido)-5-carboxy-1,3-oxazolidine). As a reaction SMILES: O.CO.[C:4]1([C@H:10]2[N:14]([NH:15][S:16]([C:19]3[CH:24]=[CH:23][C:22]([N+:25]([O-:27])=[O:26])=[CH:21][CH:20]=3)(=[O:18])=[O:17])[C@@H:13]([C:28]3[CH:33]=[CH:32][CH:31]=[CH:30][CH:29]=3)[C@H:12]([C:34]([O:36]C)=[O:35])[O:11]2)[CH:9]=[CH:8][CH:7]=[CH:6][CH:5]=1.C(=O)([O-])[O-].[K+].[K+]>C1COCC1>[C:4]1([C@H:10]2[N:14]([NH:15][S:16]([C:19]3[CH:20]=[CH:21][C:22]([N+:25]([O-:27])=[O:26])=[CH:23][CH:24]=3)(=[O:18])=[O:17])[C@@H:13]([C:28]3[CH:29]=[CH:30][CH:31]=[CH:32][CH:33]=3)[C@H:12]([C:34]([OH:36])=[O:35])[O:11]2)[CH:5]=[CH:6][CH:7]=[CH:8][CH:9]=1 |f:3.4.5|. Procedure details: Water (8 ml), methanol (8 ml) and THF (8 ml) are added to (2S,4S,5R)-2,4-diphenyl-3-(4-nitrobenzenesulfonamido)-5-methoxycarbonyl-1,3-oxazolidine (III, EXAMPLE 12A, 1.50 g 3.19 mmol). Potassium carbonate (1.018 g, 7.71 mmol) is then added. The resulting mixture is stirred at 20-25° until complete by TLC. After 5 hr the reaction is complete and the reaction mixture is extracted with basic methylene chloride (2×). The aqueous phase is then acidified with hydrochloric acid and extracted with ethyl ... Starting materials: FC(C=1N=C2N(CCNC2)C1)(F)F (2-(trifluoromethyl)-5,6,7,8-tetrahydroimidazo[1,2-α]pyrazine), CC(C)(OC(=O)N[C@@H](CC(=O)O)CC1=C(C=C(C(=C1)F)F)F)C ((3R)-3-[(1,1-dimethylethoxycarbonyl)amino]-4-(2,4,5-trifluorophenyl)butanoic acid), CC(C)(OC(=O)N[C@@H](CC(=O)O)CC1=C(C=C(C(=C1)F)F)F)C ((3R)-3-[(1,1-dimethylethoxycarbonyl)amino]-4-(2,4,5-trifluorophenyl)butanoic acid), C=1C=CC2=C(C1)N=NN2O (HOBT), C(CCl)Cl (EDC). The solvent is ClCCl (dichloromethane). Yields the product Cl.Cl.N[C@@H](CC(=O)N1CC=2N(CC1)C=C(N2)C(F)(F)F)CC2=C(C=C(C(=C2)F)F)F (7-[(3R)-3-Amino-4-(2,4,5-trifluorophenyl)butanoyl]-2-(trifluoromethyl)-5,6,7,8-tetrahydroimidazo[1,2-α]pyrazine, dihydrochloride). Yield: 67.0%. Reaction SMILES: [F:1][C:2]([F:13])([F:12])[C:3]1[N:4]=[C:5]2[CH2:10][NH:9][CH2:8][CH2:7][N:6]2[CH:11]=1.CC(C)(OC([NH:20][C@H:21]([CH2:26][C:27]1[CH:32]=[C:31]([F:33])[C:30]([F:34])=[CH:29][C:28]=1[F:35])[CH2:22][C:23](O)=[O:24])=O)C.C1C=CC2N(O)N=NC=2C=1.C(Cl)C[Cl:49]>ClCCl>[ClH:49].[ClH:49].[NH2:20][C@H:21]([CH2:26][C:27]1[CH:32]=[C:31]([F:33])[C:30]([F:34])=[CH:29][C:28]=1[F:35])[CH2:22][C:23]([N:9]1[CH2:8][CH2:7][N:6]2[CH:11]=[C:3]([C:2]([F:12])([F:1])[F:13])[N:4]=[C:5]2[CH2:10]1)=[O:24] |f:5.6.7|. Procedure: The title compound was prepared from 2-(trifluoromethyl)-5,6,7,8-tetrahydroimidazo[1,2-α]pyrazine (31.7 mg, 0.166 mmol, from Example 1, Step B), (3R)-3-[(1,1-dimethylethoxycarbonyl)amino]-4-(2,4,5-trifluorophenyl)butanoic acid (Intermediate 3, 57 mg, 0.166 mmol), HOBT (26.9 mg,0.199 ) mmol, and EDC (47.8 mg, 0.249 mmol) in 4 mL of dichloromethane, using a procedure analogous to that described in Example 1, Step C. Purification by preparative TLC (silica gel, 100% ethyl acetate, then 10% methanol... Starting materials: Cl, [Na+], C1CCOC1, [OH-], N#Cc1ccc(C2(O)CCn3cncc32)cc1. Yields the product N#Cc1ccc(C2=CCn3cncc32)cc1. Reaction SMILES: [ClH:25].[Na+:19].[O:20]1[CH2:21][CH2:22][CH2:23][CH2:24]1.[OH-:18].[OH:1][C:2]1([c:10]2[cH:11][cH:12][c:13]([C:14]#[N:15])[cH:16][cH:17]2)[CH2:3][CH2:4][n:5]2[cH:6][n:7][cH:8][c:9]21>>[C:2]1([c:10]2[cH:11][cH:12][c:13]([C:14]#[N:15])[cH:16][cH:17]2)=[CH:3][CH2:4][n:5]2[cH:6][n:7][cH:8][c:9]21. Reactants: N1=C(N=CC=C1)C1(CCC2(OCCO2)CC1)C(=O)O (8-pyrimidin-2-yl-1,4-dioxa-spiro[4,5]decane-8-carboxylic acid), C(=O)([O-])[O-].[K+].[K+] (K2CO3), CI (MeI). Run in CN(C)C=O (DMF). Conditions: temperature 25 celsius, time 15 hour. Yields the product COC(=O)C1(CCC2(OCCO2)CC1)C1=NC=CC=N1 (8-pyrimidin-2-yl-1,4-dioxa-spiro[4,5]decane-8-carboxylic acid methyl ester). Isolated yield 74.0%. RXN SMILES: [N:1]1[CH:6]=[CH:5][CH:4]=[N:3][C:2]=1[C:7]1([C:17]([OH:19])=[O:18])[CH2:16][CH2:15][C:10]2([O:14][CH2:13][CH2:12][O:11]2)[CH2:9][CH2:8]1.[C:20]([O-])([O-])=O.[K+].[K+].CI>CN(C=O)C>[CH3:20][O:18][C:17]([C:7]1([C:2]2[N:3]=[CH:4][CH:5]=[CH:6][N:1]=2)[CH2:8][CH2:9][C:10]2([O:14][CH2:13][CH2:12][O:11]2)[CH2:15][CH2:16]1)=[O:19] |f:1.2.3|. Procedure: To a solution of crude 8-pyrimidin-2-yl-1,4-dioxa-spiro[4,5]decane-8-carboxylic acid and K2CO3 (227 mg, 1.64 mmol) in DMF (5 mL) was added MeI (76.7 μl, 1.23 mmol) at 25° C. After being stirred at 25° C. for 15 h, DMF was removed under reduced pressure and the residue was diluted (H2O), extracted (2×EtOAc), and washed (2× brine). The combined organic layers were dried (Na2SO4) and concentrated under reduced pressure. Purification of the residue by flash chromatography (SiO2, 40-50% EtOAc/Hexanes...